This data is from the Open Reaction Database (ORD), a public repository of structured organic reaction records. The task is: describe an organic reaction: reactants, conditions, products, and yield Starting materials: OS(=O)(=O)O (H2SO4), C(C)C1(CC1)C(=O)C#N (1-ethylcyclopropanecarboxylic acid cyanide), ZnNaOH, O (H2O). Solvent: C(C)(C)(C)O (tert-butanol), C(Cl)Cl (methylene chloride). Reaction conditions: time 4 hour. The product is C(C)(C)(C)NC(C(=O)C1(CC1)CC)=O ((1-ethylcyclopropyl)-glyoxylic acid tert-butylamide). RXN SMILES: OS(O)(=O)=O.[CH2:6]([C:8]1([C:11]([C:13]#[N:14])=[O:12])[CH2:10][CH2:9]1)[CH3:7].[OH2:15]>C(O)(C)(C)C.C(Cl)Cl>[C:8]([NH:14][C:13](=[O:15])[C:11]([C:8]1([CH2:6][CH3:7])[CH2:10][CH2:9]1)=[O:12])([CH3:10])([CH3:9])[CH3:6]. Procedure details: 10 g of H2SO4 (98%) is added dropwise at 0°-5° C., in the course of 10 minutes, to a solution of 12.3 g of 1-ethylcyclopropanecarboxylic acid cyanide in 13 g of tert-butanol and 13 ml of methylene chloride. The solution is subsequently stirred for 4 hours at room temperature; 2 ml of H2O is then added and stirring is continued for a further 30 minutes. The pH value of the solution is brought to 6 with 80 ml of ZnNaOH, and the organic phase is separated. After removal of the solvent, the residue ... The reactants are C(CN)N (ethylenediamine), O (water), C1CCOS1(=O)=O (propanesultone). Run in C(C)O (ethanol). The product is S(=O)(=O)(O)CCCNCCNCCCS(=O)(=O)O (N,N'-bis(3-sulfopropyl)ethylenediamine). Yield: 88.7%. Reaction SMILES: [CH2:1]([NH2:4])[CH2:2][NH2:3].[OH2:5].[CH2:6]1[S:10](=[O:12])(=[O:11])[O:9][CH2:8][CH2:7]1>C(O)C>[S:10]([CH2:6][CH2:7][CH2:8][NH:3][CH2:2][CH2:1][NH:4][CH2:8][CH2:7][CH2:6][S:10]([OH:11])(=[O:9])=[O:5])([OH:9])(=[O:12])=[O:11]. Procedure details: Into a four-necked flask containing ethylenediamine (3 g, 0.05 mol) and water (50 g), propanesultone (12.3 g, 0.1 mol) was added dropwise over 30 minutes. The contents were mixed for 2 hours, after which ethanol was added thereto. The mixture was subjected to filtration and then was washed with ethanol to obtain 13.5 g of N,N'-bis(3-sulfopropyl)ethylenediamine (separation yield: 88 wt %). The reactants are C1CCNC1, Cc1ccc(C(=O)Cl)cc1I. Yields the product Cc1ccc(C(=O)N2CCCC2)cc1I. Reaction SMILES: [CH2:12]1[CH2:13][CH2:14][NH:15][CH2:16]1.[I:1][c:2]1[cH:3][c:4]([C:5](=[O:6])[Cl:7])[cH:8][cH:9][c:10]1[CH3:11]>>[I:1][c:2]1[cH:3][c:4]([C:5](=[O:6])[N:15]2[CH2:14][CH2:13][CH2:12][CH2:16]2)[cH:8][cH:9][c:10]1[CH3:11].